Dataset: the Open Reaction Database (ORD), a public repository of structured organic reaction records. Task: describe an organic reaction: reactants, conditions, products, and yield Reactants: C(C)OCCN1C=C(C=2C1=CN=CC2)N2CCCCC2 (1-(2-ethoxyethyl)-3-piperidin yl-1H-pyrrolo[2,3-c]pyridine), COC(C1=C(C=CC=C1)OCCCl)=O (2-(2-chloroethoxy)-benzoic acid methyl ester). Product: COC(C1=C(C=CC=C1)OCCN1CCC(CC1)C1=CN(C2=CN=CC=C21)CCOCC)=O (2-(2-{4-[1-(2-ethoxyethyl)-1H-pyrrolo[2,3-c]pyridin-3-yl]-piperidin-1-yl}-ethoxy)benzoic acid methyl ester). Yield: 52.1%. RXN SMILES: [CH2:1]([O:3][CH2:4][CH2:5][N:6]1[C:10]2=[CH:11][N:12]=[CH:13][CH:14]=[C:9]2[C:8](N2CCCCC2)=[CH:7]1)[CH3:2].[CH3:21][O:22][C:23](=[O:34])[C:24]1[CH:29]=[CH:28][CH:27]=[CH:26][C:25]=1[O:30][CH2:31][CH2:32]Cl>>[CH3:21][O:22][C:23](=[O:34])[C:24]1[CH:29]=[CH:28][CH:27]=[CH:26][C:25]=1[O:30][CH2:31][CH2:32][N:12]1[CH2:13][CH2:14][CH:9]([C:8]2[C:9]3[C:10](=[CH:11][N:12]=[CH:13][CH:14]=3)[N:6]([CH2:5][CH2:4][O:3][CH2:1][CH3:2])[CH:7]=2)[CH2:10][CH2:11]1. Procedure: This compound was prepared following the procedure described in example 4, part E, starting with 0.46 g (1.7 mmol) of 1-(2-ethoxyethyl)-3-piperidin yl-1H-pyrrolo[2,3-c]pyridine and 0.44 g (2.0 mmol) of 2-(2-chloroethoxy)-benzoic acid methyl ester. After standard work-up and purification, 0.2 g (21% yield) of 2-(2-{4-[1-(2-ethoxyethyl)-1H-pyrrolo[2,3-c]pyridin-3-yl]-piperidin-1-yl}-ethoxy)benzoic acid methyl ester were obtained.